Dataset: the Open Reaction Database (ORD), a public repository of structured organic reaction records. Task: describe an organic reaction: reactants, conditions, products, and yield Reactants: NC=1C=C2C3=C(C1C2)C=CC=C3 (2-Aminobenzobicyclo[2.2.1]heptene), C(C)#N (acetonitrile), CN(CCCl)CCCl.Cl (mechlorethamine hydrochloride), C([O-])([O-])=O.[K+].[K+] (potassium carbonate). The solvent is O (Water). Product: C=12C3=C(C(=CC1N1CCN(CC1)C)C2)C=CC=C3 (1-(2-Benzobicyclo[2.2.1]heptenyl)-4-methylpiperazine). As a reaction SMILES: [NH2:1][C:2]1[CH:3]=[C:4]2[CH2:8][C:7]=1[C:6]1[CH:9]=[CH:10][CH:11]=[CH:12][C:5]2=1.[CH3:13][N:14]([CH2:18][CH2:19]Cl)[CH2:15][CH2:16]Cl.Cl.C(=O)([O-])[O-].[K+].[K+].C(#N)C>O>[C:7]12[CH2:8][C:4](=[CH:3][C:2]=1[N:1]1[CH2:19][CH2:18][N:14]([CH3:13])[CH2:15][CH2:16]1)[C:5]1[CH:12]=[CH:11][CH:10]=[CH:9][C:6]2=1 |f:1.2,3.4.5|. Reported procedure: 2-Aminobenzobicyclo[2.2.1]heptene (1.1 g) was combined with mechlorethamine hydrochloride (1.4 g), potassium carbonate (1.5 g), and acetonitrile (25 ml) and heated to reflux for 24 hours. Water (50 ml) was added to the mixture and the resulting mixture was extracted with ether (3×50 ml). The combined ether solutions were dried over magnesium sulfate and the ether was removed on a rotary evaporator. The residue was combined with concentrated hydrochloric acid (5 ml) and 2-propanol (25 ml) and the... Starting materials: FC1=CC=C(C=C1)N1N=CC2=CC(=CC=C12)C(CC(=O)O)C1=CC=CC=C1 (3-(1-(4-fluorophenyl)-1H-indazol-5-yl)-3-phenylpropanoic acid), NC=1SC=NN1 (2-amino-1,3,4-thiadiazole). Yields the product FC1=CC=C(C=C1)N1N=CC2=CC(=CC=C12)C(CC(=O)NC=1SC=NN1)C1=CC=CC=C1 (3-(1-(4-Fluorophenyl)-1H-indazol-5-yl)-3-phenyl-N-(1,3,4-thiadiazol-2-yl)propanamide). Yield: 50.0%. RXN SMILES: [F:1][C:2]1[CH:7]=[CH:6][C:5]([N:8]2[C:16]3[C:11](=[CH:12][C:13]([CH:17]([C:22]4[CH:27]=[CH:26][CH:25]=[CH:24][CH:23]=4)[CH2:18][C:19](O)=[O:20])=[CH:14][CH:15]=3)[CH:10]=[N:9]2)=[CH:4][CH:3]=1.[NH2:28][C:29]1[S:30][CH:31]=[N:32][N:33]=1>>[F:1][C:2]1[CH:3]=[CH:4][C:5]([N:8]2[C:16]3[C:11](=[CH:12][C:13]([CH:17]([C:22]4[CH:23]=[CH:24][CH:25]=[CH:26][CH:27]=4)[CH2:18][C:19]([NH:28][C:29]4[S:30][CH:31]=[N:32][N:33]=4)=[O:20])=[CH:14][CH:15]=3)[CH:10]=[N:9]2)=[CH:6][CH:7]=1. Procedure details: Example 136 was prepared from 3-(1-(4-fluorophenyl)-1H-indazol-5-yl)-3-phenylpropanoic acid (504 mg, 1.4 mmol) and 2-amino-1,3,4-thiadiazole using General Coupling Method A to give 310 mg (50% yield). MS found: (M+H)+=444. Resolution of this compound into its enantiomers could be accomplished using chiral HPLC as described above. Reactants: C[C@@H]1N(CCC1)C=1C=C(C=CC1)NC=1C2=C(N=C(N1)C=1C=C(CNC3CCN(CC3)C(=O)OC(C)(C)C)C=CC1)SC=N2 ((S)-tert-butyl 4-(3-(7-(3-(2-methylpyrrolidin-1-yl)phenylamino)thiazolo[5,4-d]pyrimidin-5-yl)benzylamino)piperidine-1-carboxylate), FC(C(=O)O)(F)F (2,2,2-trifluoroacetic acid). The solvent is C(Cl)Cl (DCM). Conditions: time 8 hour. Yields the product FC(C(=O)O)(F)F.C[C@@H]1N(CCC1)C=1C=C(C=CC1)NC=1C2=C(N=C(N1)C1=CC(=CC=C1)CNC1CCNCC1)SC=N2 ((S)—N-(3-(2-methylpyrrolidin-1-yl)phenyl)-5-(3-((piperidin-4-ylamino)methyl)phenyl)thiazolo[5,4-d]pyrimidin-7-amine 2,2,2-trifluoroacetate). Isolated yield 43.0%. Reaction SMILES: [CH3:1][C@H:2]1[CH2:6][CH2:5][CH2:4][N:3]1[C:7]1[CH:8]=[C:9]([NH:13][C:14]2[C:15]3[N:43]=[CH:42][S:41][C:16]=3[N:17]=[C:18]([C:20]3[CH:21]=[C:22]([CH:38]=[CH:39][CH:40]=3)[CH2:23][NH:24][CH:25]3[CH2:30][CH2:29][N:28](C(OC(C)(C)C)=O)[CH2:27][CH2:26]3)[N:19]=2)[CH:10]=[CH:11][CH:12]=1.[F:44][C:45]([F:50])([F:49])[C:46]([OH:48])=[O:47]>C(Cl)Cl>[F:44][C:45]([F:50])([F:49])[C:46]([OH:48])=[O:47].[CH3:1][C@H:2]1[CH2:6][CH2:5][CH2:4][N:3]1[C:7]1[CH:8]=[C:9]([NH:13][C:14]2[C:15]3[N:43]=[CH:42][S:41][C:16]=3[N:17]=[C:18]([C:20]3[CH:40]=[CH:39][CH:38]=[C:22]([CH2:23][NH:24][CH:25]4[CH2:30][CH2:29][NH:28][CH2:27][CH2:26]4)[CH:21]=3)[N:19]=2)[CH:10]=[CH:11][CH:12]=1 |f:3.4|. Procedure details: To a stirred solution of (S)-tert-butyl 4-(3-(7-(3-(2-methylpyrrolidin-1-yl)phenylamino)thiazolo[5,4-d]pyrimidin-5-yl)benzylamino)piperidine-1-carboxylate (110 mg, 0.184 mmol) in 2 mL of DCM was added 2 mL of 2,2,2-trifluoroacetic acid. The solution was stirred at room temperature overnight. The mixture was washed with NaHCO3(aq.), the organic layer was concentrated. The residue was purified by preparative HPLC (Gemini 5u C18 150×21.2 mm; inject volume: 3 ml/inj, flow rate: 20 ml/min; wavelength... Reactants: C(C1=CC=CC=C1)(=O)Cl (benzoyl chloride), OC1CCNCC1 (4-hydroxypiperidine), N1=CC=CC=C1 (pyridine). The solvent is ClCCl (dichloromethane), ClCCl (dichloromethane). Reaction conditions: time 3 hour. Product: C(C1=CC=CC=C1)(=O)N1CCC(CC1)O (N-benzoyl-4-hydroxypiperidine). The yield is 78.5%. Reaction SMILES: [C:1](Cl)(=[O:8])[C:2]1[CH:7]=[CH:6][CH:5]=[CH:4][CH:3]=1.[OH:10][CH:11]1[CH2:16][CH2:15][NH:14][CH2:13][CH2:12]1.N1C=CC=CC=1>ClCCl>[C:1]([N:14]1[CH2:15][CH2:16][CH:11]([OH:10])[CH2:12][CH2:13]1)(=[O:8])[C:2]1[CH:7]=[CH:6][CH:5]=[CH:4][CH:3]=1. Procedure details: A solution of 73.1 g (520 mmol) of benzoyl chloride in 70 ml of dichloromethane was added dropwise to a solution of 50.0 g (495 mmol) of 4-hydroxypiperidine and 260 ml of pyridine in 260 ml of dichloromethane at 0° to 15° C. The mixture was stirred at room temperature for 3 h and white crystals (pyridine hydrochloride) thus precipitated were filtered out. The filtrate was concentrated and a remaining oil was purified by silica gel column chromatography (CHCl3 :CH3OH=95:5) to give 79.8 g (yield: ...